From a dataset of the Open Reaction Database (ORD), a public repository of structured organic reaction records. describe an organic reaction: reactants, conditions, products, and yield Starting materials: CC(=O)O, CCOC(=O)C1(CC#N)CCN(S(=O)(=O)c2ccccc2Cl)CC1, CO. Yields the product CCOC(=O)C1(CCN)CCN(S(=O)(=O)c2ccccc2Cl)CC1. RXN SMILES: [C:27]([OH:28])(=[O:29])[CH3:30].[CH2:1]([CH3:2])[O:3][C:4](=[O:5])[C:6]1([CH2:22][C:23]#[N:24])[CH2:7][CH2:8][N:9]([S:12](=[O:13])(=[O:14])[c:15]2[c:16]([Cl:21])[cH:17][cH:18][cH:19][cH:20]2)[CH2:10][CH2:11]1.[CH3:25][OH:26]>>[CH2:1]([CH3:2])[O:3][C:4](=[O:5])[C:6]1([CH2:22][CH2:23][NH2:24])[CH2:7][CH2:8][N:9]([S:12](=[O:13])(=[O:14])[c:15]2[c:16]([Cl:21])[cH:17][cH:18][cH:19][cH:20]2)[CH2:10][CH2:11]1. The reactants are CCOC(=O)C1CC(OS(C)(=O)=O)CN1C(C)=O, [N-]=[N+]=[N-], [Na+], CN(C)C=O, O. The product is CCOC(=O)C1CC(N=[N+]=[N-])CN1C(C)=O. RXN SMILES: [CH2:5]([CH3:6])[O:7][C:8]([CH:9]1[N:10]([C:19]([CH3:20])=[O:21])[CH2:11][CH:12]([O:14][S:15]([CH3:16])(=[O:17])=[O:18])[CH2:13]1)=[O:22].[N-:2]=[N+:3]=[N-:4].[Na+:1].[O:23]=[CH:24][N:25]([CH3:26])[CH3:27].[OH2:28]>>[N:2](=[N+:3]=[N-:4])[CH:12]1[CH2:11][N:10]([C:19]([CH3:20])=[O:21])[CH:9]([C:8]([O:7][CH2:5][CH3:6])=[O:22])[CH2:13]1. The reactants are CCOC(CCc1noc(-c2ccc(OC)cc2)n1)OCC, C1CCOC1, Cl. Product: COc1ccc(-c2nc(CCC=O)no2)cc1. As a reaction SMILES: [CH2:1]([O:3][CH:4]([O:2][CH2:20][CH3:21])[CH2:5][CH2:6][c:7]1[n:8][o:9][c:10](-[c:12]2[cH:13][cH:14][c:15]([O:18][CH3:19])[cH:16][cH:17]2)[n:11]1)[CH3:22].[CH2:24]1[O:25][CH2:26][CH2:27][CH2:28]1.[ClH:23]>>[O:3]=[CH:4][CH2:5][CH2:6][c:7]1[n:8][o:9][c:10](-[c:12]2[cH:13][cH:14][c:15]([O:18][CH3:19])[cH:16][cH:17]2)[n:11]1. The reactants are Cl.NC1CCN(CC1)C=1SC(=CN1)C(=O)N (2-(4-aminopiperidin-1-yl)-1,3-thiazole-5-carboxamide hydrochloride), Cl.NC1CCN(CC1)C=1SC(=CN1)C(=O)N (2-(4-aminopiperidin-1-yl)-1,3-thiazole-5-carboxamide hydrochloride), resultant solution, C(C)(C)N(CC)C(C)C (Diisopropylethylamine), C(CCl)Cl (EDC), C1=CC2=C(N=C1)N(N=N2)O (HOAT), ClC1=C(NC(=C1Cl)C)C(=O)NC1CCN(CC1)C1=NC(=NC=C1)S(=O)C (3,4-Dichloro-5-methyl-N-{1-[2-(methylsulfinyl)pyrimidin-4-yl]piperidin-4-yl}-1H-pyrrole-2-carboxamide), ClC1=C(NC(=C1Cl)C)C(=O)NC1CCN(CC1)C1=NC(=NC=C1)S(=O)C (3,4-Dichloro-5-methyl-N-{1-[2-(methylsulfinyl)pyrimidin-4-yl]piperidin-4-yl}-1H-pyrrole-2-carboxamide). The solvent is CN(C)C=O (DMF). Conditions: time 8 hour. Product: ClC1=C(NC(=C1Cl)C)C(=O)NC1CCN(CC1)C=1SC(=CN1)C(=O)N (2-(4-{[(3,4-Dichloro-5-methyl-1H-pyrrol-2-yl)carbonyl]amino}piperidin-1-yl)-1,3-thiazole-5-carboxamide). Yield: 24.4%. RXN SMILES: C(N(C(C)C)CC)(C)C.C(Cl)CCl.C1C=NC2N(O)N=NC=2C=1.[Cl:24][C:25]1[C:29]([Cl:30])=[C:28]([CH3:31])[NH:27][C:26]=1[C:32]([NH:34][CH:35]1[CH2:40][CH2:39][N:38]([C:41]2C=CN=[C:43](S(C)=O)[N:42]=2)[CH2:37][CH2:36]1)=[O:33].Cl.NC1CCN(C2[S:59][C:60]([C:63]([NH2:65])=[O:64])=CN=2)CC1>CN(C=O)C>[Cl:24][C:25]1[C:29]([Cl:30])=[C:28]([CH3:31])[NH:27][C:26]=1[C:32]([NH:34][CH:35]1[CH2:36][CH2:37][N:38]([C:41]2[S:59][C:60]([C:63]([NH2:65])=[O:64])=[CH:43][N:42]=2)[CH2:39][CH2:40]1)=[O:33] |f:4.5|. Reported procedure: Diisopropylethylamine (0.19 ml, 1.12 mmol), EDC (0.098 g, 0.51 mmol) and HOAT (0.070 g, 0.51 mmol) were added to a stirred solution of 3,4-dichloro-5-methyl-1H-pyrrole-2-carboxylic acid (Intermediate 3, 0.1 g, 0.51 mmol) in DMF (1.5 ml) at room temperature. The resultant solution was stirred for 30 mins and 2-(4-aminopiperidin-1-yl)-1,3-thiazole-5-carboxamide hydrochloride (Intermediate 81; 0.163 g, 0.62 mmol) was added. The reaction was stirred at room temperature overnight under nitrogen. The ... Starting materials: NC1=C(C(N(C(N1CCC)=O)CC(=O)OCC)=O)N=O (6-Amino-3-carboethoxymethyl-5-nitroso-1-propyluracil), [H][H] (hydrogen), 60, [H][H] (hydrogen). Reagents/catalysts: [Pd] (palladium-on-carbon). The solvent is C(C)O (ethanol). Yields the product NC=1C(N(C(N(C1N)CCC)=O)CC(=O)OCC)=O (5,6-Diamino-3-ethoxycarbonylmethyl-1-propyluracil). Reaction SMILES: [NH2:1][C:2]1[N:7]([CH2:8][CH2:9][CH3:10])[C:6](=[O:11])[N:5]([CH2:12][C:13]([O:15][CH2:16][CH3:17])=[O:14])[C:4](=[O:18])[C:3]=1[N:19]=O.[H][H]>[Pd].C(O)C>[NH2:19][C:3]1[C:4](=[O:18])[N:5]([CH2:12][C:13]([O:15][CH2:16][CH3:17])=[O:14])[C:6](=[O:11])[N:7]([CH2:8][CH2:9][CH3:10])[C:2]=1[NH2:1]. Procedure details: 6-Amino-3-carboethoxymethyl-5-nitroso-1-propyluracil (2.84 g, 10 mmol) is slurried with 75 mL of absolute ethanol and 100 mg of 10% palladium-on-carbon. The mixture is hydrogenated at 25° C. and an initial pressure of 60 p.s.i. of hydrogen in a Parr apparatus. After uptake of hydrogen is completed the mixture is filtered and the filtrate concentrated to give the diaminouracil. As a reaction SMILES: [Br:13][c:14]1[c:15]([F:25])[c:16]([C:17](=[O:18])[Cl:19])[cH:20][c:21]([F:24])[c:22]1[F:23].[C:2]([CH2:3][C:4](=[O:5])[O:6][CH2:7][CH3:8])(=[O:9])[O:10][CH2:11][CH3:12].[C:41]([Cl:42])([Cl:43])([Cl:44])[Cl:45].[CH3:31][c:32]1[cH:33][cH:34][cH:35][cH:36][cH:37]1.[CH3:38][CH2:39][OH:40].[Mg:1].[S:26](=[O:27])(=[O:28])([OH:29])[OH:30]>>[C:2]([CH:3]([C:4](=[O:5])[O:6][CH2:7][CH3:8])[C:17]([c:16]1[c:15]([F:25])[c:14]([Br:13])[c:22]([F:23])[c:21]([F:24])[cH:20]1)=[O:18])(=[O:9])[O:10][CH2:11][CH3:12]. Reactants: O=C(Cl)c1cc(F)c(F)c(Br)c1F, CCOC(=O)CC(=O)OCC, ClC(Cl)(Cl)Cl, Cc1ccccc1, CCO, [Mg], O=S(=O)(O)O. Product: CCOC(=O)C(C(=O)OCC)C(=O)c1cc(F)c(F)c(Br)c1F. Reactants: O1C(CCCC1)OCC=C(CCC=C(CCC=C(CCC=C(C)C)C)C=O)C (7-formyl-3,11,15-trimethyl-2,6,10,14-hexadecatetraen-1-ol tetrahydropyranyl ether), C(C)(=O)[O-] (acetate), C(O)([O-])=O.[Na+] (sodium hydrogencarbonate), [BH4-].[Na+] (sodium borohydride). The reagents and catalysts are C1(=CC=C(C=C1)S(=O)(=O)O)C (p-toluenesulfonic acid). Solvent: CO (methanol), O (water), C(C)O (ethanol). Run at time 8 hour. The product is OC/C(=C/CC/C(=C/CO)/C)/CC\C=C(\CCC=C(C)C)/C ((E,E,E)-7-hydroxymethyl-3,11,15-trimethyl-2,6,10,14-hexadecatetraen-1-ol). Isolated yield 83.7%. Reaction SMILES: O1CCCCC1[O:7][CH2:8][CH:9]=[C:10]([CH3:28])[CH2:11][CH2:12][CH:13]=[C:14]([CH:26]=[O:27])[CH2:15][CH2:16][CH:17]=[C:18]([CH3:25])[CH2:19][CH2:20][CH:21]=[C:22]([CH3:24])[CH3:23].C(=O)([O-])O.[Na+].[BH4-].[Na+].C([O-])(=O)C>CO.C(O)C.C1(C)C=CC(S(O)(=O)=O)=CC=1.O>[OH:27][CH2:26]/[C:14](/[CH2:15][CH2:16]/[CH:17]=[C:18](\[CH3:25])/[CH2:19][CH2:20][CH:21]=[C:22]([CH3:24])[CH3:23])=[CH:13]/[CH2:12][CH2:11]/[C:10](/[CH3:28])=[CH:9]/[CH2:8][OH:7] |f:1.2,3.4|. Procedure details: In 100 ml of methanol was dissolved 10.0 g of 7-formyl-3,11,15-trimethyl-2,6,10,14-hexadecatetraen-1-ol tetrahydropyranyl ether prepared in Example 2-(1), and to this solution was added 100 mg of p-toluenesulfonic acid. The mixture was allowed to stand overnight at room temperature and neutralized with an aqueous sodium hydrogencarbonate solution. The methanol was distilled off, and the residue was extracted with ether, (E,E,E)-7-Formyl-3,11,15-trimethyl-2,6,10,14-hexadecatetraen-1-ol obtained f... Starting materials: CC(O)(CO)C(=O)Nc1ccc(C#N)c(C(F)(F)F)c1, ClCCl, Cc1ccc(S(=O)(=O)Cl)cc1, c1ccncc1. Product: Cc1ccc(S(=O)(=O)OCC(C)(O)C(=O)Nc2ccc(C#N)c(C(F)(F)F)c2)cc1. Reaction SMILES: [C:1](#[N:2])[c:3]1[c:4]([C:17]([F:18])([F:19])[F:20])[cH:5][c:6]([NH:9][C:10]([C:11]([CH2:12][OH:13])([CH3:14])[OH:15])=[O:16])[cH:7][cH:8]1.[Cl:38][CH2:39][Cl:40].[c:21]1([CH3:31])[cH:22][cH:23][c:24]([S:27](=[O:28])(=[O:29])[Cl:30])[cH:25][cH:26]1.[cH:32]1[cH:33][cH:34][n:35][cH:36][cH:37]1>>[C:1](#[N:2])[c:3]1[c:4]([C:17]([F:18])([F:19])[F:20])[cH:5][c:6]([NH:9][C:10]([C:11]([CH2:12][O:13][S:27]([c:24]2[cH:23][cH:22][c:21]([CH3:31])[cH:26][cH:25]2)(=[O:28])=[O:29])([CH3:14])[OH:15])=[O:16])[cH:7][cH:8]1.